This data is from the Open Reaction Database (ORD), a public repository of structured organic reaction records. The task is: describe an organic reaction: reactants, conditions, products, and yield Starting materials: N#Cc1ccc(CBr)cc1, O=c1[nH]nc2c(-c3ccncc3)c(-c3ccc(Cl)cc3)cnn12, [K+], [K+], O=C([O-])[O-], CN(C)C=O. The product is N#Cc1ccc(Cn2nc3c(-c4ccncc4)c(-c4ccc(Cl)cc4)cnn3c2=O)cc1. RXN SMILES: [Br:30][CH2:31][c:32]1[cH:33][cH:34][c:35]([C:38]#[N:39])[cH:36][cH:37]1.[Cl:1][c:2]1[cH:3][cH:4][c:5](-[c:8]2[c:9](-[c:18]3[cH:19][cH:20][n:21][cH:22][cH:23]3)[c:10]3[n:11]([n:12][cH:13]2)[c:14](=[O:17])[nH:15][n:16]3)[cH:6][cH:7]1.[K+:24].[K+:25].[O-:26][C:27]([O-:28])=[O:29].[O:40]=[CH:41][N:42]([CH3:43])[CH3:44]>>[Cl:1][c:2]1[cH:3][cH:4][c:5](-[c:8]2[c:9](-[c:18]3[cH:19][cH:20][n:21][cH:22][cH:23]3)[c:10]3[n:11]([n:12][cH:13]2)[c:14](=[O:17])[n:15]([CH2:31][c:32]2[cH:33][cH:34][c:35]([C:38]#[N:39])[cH:36][cH:37]2)[n:16]3)[cH:6][cH:7]1. Reactants: ClC1=NC(=CC(=C1O)I)C(C)O (2-chloro-3-hydroxy-4-iodo-6-(1-hydroxyethyl)-pyridine), [H-].[Na+] (sodium hydride), CC(=C)CBr (2-methyl-3-bromopropene). Solvent: C(C)(=O)OCC (ethyl acetate), CN(C=O)C (N,N-dimethylformamide). Run at time 1 hour. Product: ClC1=NC(=CC(=C1CC(=C)C)I)C(C)O (2-chloro-3-(2-methyl-1-propen-3-yl)-4-iodo-6-(1-hydroxyethyl)-pyridine). Yield: 77.8%. Reaction SMILES: [Cl:1][C:2]1[C:7](O)=[C:6]([I:9])[CH:5]=[C:4]([CH:10]([OH:12])[CH3:11])[N:3]=1.[H-].[Na+].[CH3:15][C:16]([CH2:18]Br)=[CH2:17]>CN(C)C=O.C(OCC)(=O)C>[Cl:1][C:2]1[C:7]([CH2:17][C:16]([CH3:18])=[CH2:15])=[C:6]([I:9])[CH:5]=[C:4]([CH:10]([OH:12])[CH3:11])[N:3]=1 |f:1.2|. Procedure details: A solution of 2-chloro-3-hydroxy-4-iodo-6-(1-hydroxyethyl)-pyridine (4.49 g, 15 mmol) in 25 mL of N,N-dimethylformamide at 0° C. is treated with 600 mg (60% in oil, 15 mmol) of sodium hydride and stirred at room temperature for 1 h. The reaction is treated with 1.7 mL (16.5 mmol) of 2-methyl-3-bromopropene and stirred for 2 h. The mixture is diluted with 150 mL of ethyl acetate and washed with 4×50 mL of 1:1 50% saturated sodium chloride/sodium bicarbonate, and dried over potassium carbonate. Th... Starting materials: C1(CCCCCN1)=O (ε-caprolactam), C(C)(C)N(CC)C(C)C (N,N-diisopropyl-N-ethylamine), C(C1=CC=CC=C1)(=O)Cl (benzoyl chloride). Run in O (water). Conditions: temperature 90 celsius, time 1 hour. Product: C(C1=CC=CC=C1)(=O)N1C(CCCCC1)=O (N-benzoylcaprolactam). Yield: 95.0%. Reaction SMILES: [C:1]1(=[O:8])[NH:7][CH2:6][CH2:5][CH2:4][CH2:3][CH2:2]1.C(N(C(C)C)CC)(C)C.[C:18](Cl)(=[O:25])[C:19]1[CH:24]=[CH:23][CH:22]=[CH:21][CH:20]=1>O>[C:18]([N:7]1[CH2:6][CH2:5][CH2:4][CH2:3][CH2:2][C:1]1=[O:8])(=[O:25])[C:19]1[CH:24]=[CH:23][CH:22]=[CH:21][CH:20]=1. Procedure: Under a stream of nitrogen, 200 g of ε-caprolactam are introduced into a 1 l four-necked flask fitted with stirrer and thermometer and melted. 226 g of N,N-diisopropyl-N-ethylamine (Hunig base) and 250 g of benzoyl chloride are then added dropwise simultaneously over the course of 2 hours, with stirring. The temperature is maintained initially at 90° C.and then increased further to 110° C. When the reaction is complete, the melt, at 80° C., is introduced into 350 ml of water at room temperature ... Starting materials: C1(C(=C)CC(=O)O1)=O (itaconic anhydride), COC1=CC=C(CO)C=C1 (4-methoxybenzyl alcohol), monoester. Solvent: CCCCCC (hexane). Yields the product COC1=CC=C(C=C1)COC(=O)CC(=C)C(=O)O (4(4-Methoxybenzyl) Itaconate). The yield is 60.5%. As a reaction SMILES: [C:1]1(=[O:8])[O:7][C:5](=[O:6])[CH2:4][C:2]1=[CH2:3].[CH3:9][O:10][C:11]1[CH:18]=[CH:17][C:14]([CH2:15][OH:16])=[CH:13][CH:12]=1>CCCCCC>[CH3:9][O:10][C:11]1[CH:18]=[CH:17][C:14]([CH2:15][O:16][C:5]([CH2:4][C:2]([C:1]([OH:8])=[O:7])=[CH2:3])=[O:6])=[CH:13][CH:12]=1. Reported procedure: A 250 ml one-necked round bottomed flask equipped with reflux condenser, nitrogen inlet, and magnetic stir bar was charged with itaconic anhydride (33.6 g, 0.3 mol) toluene (100 ml) and 4-methoxybenzyl alcohol (41.5 g, 0.3 mol). The solution was then warmed to reflux for 60 minutes and then cooled to room temperature. The solution was poured into a 500 ml Erlenmeyer flask, diluted with 100 ml of hexane and allowed to stand whereupon crystals of pure monoester formed. The product was isolated by ... The reactants are BrBr, CC(=O)O, Nc1ccc([N+](=O)[O-])cn1. The product is Nc1ncc([N+](=O)[O-])cc1Br. RXN SMILES: [Br:11][Br:12].[CH3:13][C:14](=[O:15])[OH:16].[N+:1](=[O:2])([O-:3])[c:4]1[cH:5][cH:6][c:7]([NH2:10])[n:8][cH:9]1>>[N+:1](=[O:2])([O-:3])[c:4]1[cH:5][c:6]([Br:11])[c:7]([NH2:10])[n:8][cH:9]1. Starting materials: C(C1=CC=CC=C1)OC(=O)N1[C@@H](CC(C1)(F)F)C=1N(C(C(=C(N1)C(=O)NCC1=CC=C(C=C1)F)O)=O)C (benzyl-(2S)-4,4-difluoro-2-(4-{[(4-fluorobenzyl)amino]carbonyl}-5-hydroxy-1-methyl-6-oxo-1,6-dihydropyrimidin-2-yl)pyrrolidine-1-carboxylate), FC(C(=O)O)(F)F (trifluoroacetic acid). Reagents/catalysts: [Pd] (Pd/C). Run in CO (MeOH). Yields the product FC(C(=O)[O-])(F)F.FC1(C[C@H]([NH2+]C1)C=1N(C(C(=C(N1)C(=O)NCC1=CC=C(C=C1)F)O)=O)C)F ((2S)-4,4-difluoro-2-(4-{[(4-fluorobenzyl)amino]carbonyl}-5-hydroxy-1-methyl-6-oxo-1,6-dihydropyrimidin-2-yl)pyrrolidinium trifluoroacetate). RXN SMILES: C(OC([N:11]1[CH2:15][C:14]([F:17])([F:16])[CH2:13][C@H:12]1[C:18]1[N:19]([CH3:37])[C:20](=[O:36])[C:21]([OH:35])=[C:22]([C:24]([NH:26][CH2:27][C:28]2[CH:33]=[CH:32][C:31]([F:34])=[CH:30][CH:29]=2)=[O:25])[N:23]=1)=O)C1C=CC=CC=1.[F:38][C:39]([F:44])([F:43])[C:40]([OH:42])=[O:41]>CO.[Pd]>[F:38][C:39]([F:44])([F:43])[C:40]([O-:42])=[O:41].[F:17][C:14]1([F:16])[CH2:15][NH2+:11][C@H:12]([C:18]2[N:19]([CH3:37])[C:20](=[O:36])[C:21]([OH:35])=[C:22]([C:24]([NH:26][CH2:27][C:28]3[CH:29]=[CH:30][C:31]([F:34])=[CH:32][CH:33]=3)=[O:25])[N:23]=2)[CH2:13]1 |f:4.5|. Procedure details: A solution of benzyl-(2S)-4,4-difluoro-2-(4-{[(4-fluorobenzyl)amino]carbonyl}-5-hydroxy-1-methyl-6-oxo-1,6-dihydropyrimidin-2-yl)pyrrolidine-1-carboxylate in MeOH was treated with Pd/C 10% wt (10% w/w) for 3 hours at room temperature under H2 atmosphere. The mixture was filtrated over a celite pad, concentrated in vacuo and treated with trifluoroacetic acid (10 eq.). The acid in excess was removed in vacuo to obtain title product as a pale yellow solid after trituration with ethyl ether. The reactants are CC(=O)O[BH-](OC(C)=O)OC(C)=O, O=C([O-])[O-], COC(=O)N(Cc1cc(C(F)(F)F)cc(C(F)(F)F)c1)C1CC(C)Nc2cc(OC)c(OC)cc21, CC(=O)O, CCCC=O, CC(Cl)Cl, [K+], [K+], [Na+], O. Product: CCCCN1c2cc(OC)c(OC)cc2C(N(Cc2cc(C(F)(F)F)cc(C(F)(F)F)c2)C(=O)OC)CC1C. RXN SMILES: [C:45]([O:46][BH-:47]([O:48][C:49](=[O:50])[CH3:51])[O:52][C:53](=[O:54])[CH3:55])(=[O:56])[CH3:57].[C:59](=[O:60])([O-:61])[O-:62].[CH3:1][O:2][C:3]([N:4]([CH:5]1[CH2:6][CH:7]([CH3:19])[NH:8][c:9]2[cH:10][c:11]([O:17][CH3:18])[c:12]([O:15][CH3:16])[cH:13][c:14]21)[CH2:20][c:21]1[cH:22][c:23]([C:31]([F:32])([F:33])[F:34])[cH:24][c:25]([C:27]([F:28])([F:29])[F:30])[cH:26]1)=[O:35].[CH3:36][C:37](=[O:38])[OH:39].[CH:40]([CH2:41][CH2:42][CH3:43])=[O:44].[Cl:65][CH:66]([Cl:67])[CH3:68].[K+:63].[K+:64].[Na+:58].[OH2:69]>>[CH3:1][O:2][C:3]([N:4]([CH:5]1[CH2:6][CH:7]([CH3:19])[N:8]([CH2:40][CH2:41][CH2:42][CH3:43])[c:9]2[cH:10][c:11]([O:17][CH3:18])[c:12]([O:15][CH3:16])[cH:13][c:14]21)[CH2:20][c:21]1[cH:22][c:23]([C:31]([F:32])([F:33])[F:34])[cH:24][c:25]([C:27]([F:28])([F:29])[F:30])[cH:26]1)=[O:35].